This data is from the Open Reaction Database (ORD), a public repository of structured organic reaction records. The task is: describe an organic reaction: reactants, conditions, products, and yield The reactants are ClC1=CC2=C(OC3=C(CN2C(=O)OC(C)(C)C)C=CC=C3)C=C1 (1,1-dimethylethyl 8-chloro-dibenz[b,f][1,4]oxazepine-10(11H)-carboxylate), C1CCOC1 (THF), [Li]CCCC (n-BuLi). The solvent is O (water). Run at temperature -78 celsius, time 30 minute. The product is Compounds 13, ClC1=CC2=C(OC3=C(C4N2C(OC4C=4OC=CC4)=O)C=CC=C3)C=C1 (6-chloro-1,13b-dihydro-1-(-2-furyl)-3H-dibenz[b,f]-oxazolo[3,4-d][1,4]-oxazepin-3-one). As a reaction SMILES: [Cl:1][C:2]1[CH:23]=[CH:22][C:5]2[O:6][C:7]3[CH:21]=[CH:20][CH:19]=[CH:18][C:8]=3[CH2:9][N:10]([C:11]([O:13][C:14](C)(C)C)=[O:12])[C:4]=2[CH:3]=1.[Li]CCCC.[CH2:29]1[CH2:33][O:32][CH2:31][CH2:30]1>O>[Cl:1][C:2]1[CH:23]=[CH:22][C:5]2[O:6][C:7]3[CH:21]=[CH:20][CH:19]=[CH:18][C:8]=3[CH:9]3[CH:14]([C:31]4[O:32][CH:33]=[CH:29][CH:30]=4)[O:13][C:11](=[O:12])[N:10]3[C:4]=2[CH:3]=1. Reported procedure: A stirring solution of 1 (2.0 g, 6.04 mmol) in 40 mL of THF was cooled to -78° C. followed by the addition of n-BuLi (1.6M, 4.32 mL, 6.91 mmol). The mixture was stirred at -78° C. for 30 minutes and treated with furalaldehyde (670 mg, 6.97 mmol) and then slowly warmed to room temperature and diluted with 16 mL of water. The mixture was then extracted with ether (200 mL×2) and the combined extracts were washed with brine (saturated, 50 mL) and dried (Na2SO4). The extracts were concentrated to giv... Reactants: C(C1=CC=CC=C1)OC(=O)C1(CC2CCC(C1)O2)N(S(=O)(=O)C2=CC=C(C=C2)OC2=CC=C(C=C2)F)C=CC(=O)OCC (3-{(2-Ethoxycarbonyl-vinyl)-[4-(4-fluoro-phenoxy)-benzenesulfonyl]-amino}-8-oxa-bicyclo[3.2.1]octane-3-carboxylic acid benzyl ester). Reagents/catalysts: O (water). Run in C(C)O (ethanol). Run at time 48 hour. The product is C(C)OC(=O)CCN(C1(CC2CCC(C1)O2)C(=O)O)S(=O)(=O)C2=CC=C(C=C2)OC2=CC=C(C=C2)F (3-{(2-Ethoxycarbonyl-ethyl)-[4-(4-fluoro-phenoxy)-benzenesulfonyl]-amino}-8-oxa-bicyclo[3.2.1]octane-3-carboxylic acid). RXN SMILES: C([O:8][C:9]([C:11]1([N:19]([CH:37]=[CH:38][C:39]([O:41][CH2:42][CH3:43])=[O:40])[S:20]([C:23]2[CH:28]=[CH:27][C:26]([O:29][C:30]3[CH:35]=[CH:34][C:33]([F:36])=[CH:32][CH:31]=3)=[CH:25][CH:24]=2)(=[O:22])=[O:21])[CH2:17][CH:16]2[O:18][CH:13]([CH2:14][CH2:15]2)[CH2:12]1)=[O:10])C1C=CC=CC=1>C(O)C.O>[CH2:42]([O:41][C:39]([CH2:38][CH2:37][N:19]([S:20]([C:23]1[CH:24]=[CH:25][C:26]([O:29][C:30]2[CH:31]=[CH:32][C:33]([F:36])=[CH:34][CH:35]=2)=[CH:27][CH:28]=1)(=[O:22])=[O:21])[C:11]1([C:9]([OH:10])=[O:8])[CH2:17][CH:16]2[O:18][CH:13]([CH2:14][CH2:15]2)[CH2:12]1)=[O:40])[CH3:43]. Procedure details: A solution of (4.4 mmol) of the product of step D in 25 mL of ethanol is treated with 2.5 g of 50% water wet 10% palladium on carbon catalyst and shaken under 53 psi olF hydrogen for 48 hours. The catalyst is removed by filtration and washed with ethanol (4×25mL). The filtrate and washings are combined and concentrated under vacuum to crude product. The reactants are CCCCCCCCOc1ccc(C(=O)O)cc1, CN(C)c1ccncc1, C(=NC1CCCCC1)=NC1CCCCC1, ClCCl, CCC(C)C(=O)c1ccc(-c2ccc(O)cc2)cc1. Yields the product CCCCCCCCOc1ccc(C(=O)O)cc1, CCC(C)C(=O)c1ccc(-c2ccccc2)cc1. RXN SMILES: [CH2:20]([CH2:21][CH2:22][CH2:23][CH2:24][CH2:25][CH2:26][CH3:27])[O:28][c:29]1[cH:30][cH:31][c:32]([C:33](=[O:34])[OH:35])[cH:36][cH:37]1.[CH3:53][N:54]([CH3:55])[c:56]1[cH:57][cH:58][n:59][cH:60][cH:61]1.[CH:38]1([N:39]=[C:40]=[N:41][CH:42]2[CH2:43][CH2:44][CH2:45][CH2:46][CH2:47]2)[CH2:48][CH2:49][CH2:50][CH2:51][CH2:52]1.[Cl:62][CH2:63][Cl:64].[OH:1][c:2]1[cH:3][cH:4][c:5](-[c:8]2[cH:9][cH:10][c:11]([C:14]([CH:15]([CH2:16][CH3:17])[CH3:18])=[O:19])[cH:12][cH:13]2)[cH:6][cH:7]1>>[CH2:20]([CH2:21][CH2:22][CH2:23][CH2:24][CH2:25][CH2:26][CH3:27])[O:28][c:29]1[cH:30][cH:31][c:32]([C:33](=[O:34])[OH:35])[cH:36][cH:37]1.[cH:2]1[cH:3][cH:4][c:5](-[c:8]2[cH:9][cH:10][c:11]([C:14]([CH:15]([CH2:16][CH3:17])[CH3:18])=[O:19])[cH:12][cH:13]2)[cH:6][cH:7]1. Starting materials: [H-].[Na+] (Sodium hydride), ClC1=CC=C(C=C1)S(=O)(=O)N1C2CC3(OCCO3)CC1CC(C2)C2(CC2)O (1-{9-[(4-Chlorophenyl)sulfonyl]spiro[9-azabicyclo[3.3.1]nonane-3,2′-[1,3]dioxolan]-7-yl}cyclopropanol), IC (iodomethane). Run in CCOC(=O)C (EtOAc), C1CCOC1 (THF). Conditions: time 10 minute. The product is ClC1=CC=C(C=C1)S(=O)(=O)N1C2CC3(OCCO3)CC1CC(C2)C2(CC2)OC (9-[(4-Chlorophenyl)sulfonyl]-7-(1-methoxycyclopropyl)spiro[9-azabicyclo[3.3.1]nonane-3,2′-[1,3]dioxolane]). Reaction SMILES: [H-].[Na+].[Cl:3][C:4]1[CH:9]=[CH:8][C:7]([S:10]([N:13]2[CH:22]3[CH2:23][CH:24]([C:26]4([OH:29])[CH2:28][CH2:27]4)[CH2:25][CH:14]2[CH2:15][C:16]2([CH2:21]3)[O:20][CH2:19][CH2:18][O:17]2)(=[O:12])=[O:11])=[CH:6][CH:5]=1.I[CH3:31]>C1COCC1.CCOC(C)=O>[Cl:3][C:4]1[CH:9]=[CH:8][C:7]([S:10]([N:13]2[CH:14]3[CH2:25][CH:24]([C:26]4([O:29][CH3:31])[CH2:28][CH2:27]4)[CH2:23][CH:22]2[CH2:21][C:16]2([CH2:15]3)[O:20][CH2:19][CH2:18][O:17]2)(=[O:12])=[O:11])=[CH:6][CH:5]=1 |f:0.1|. Reported procedure: Sodium hydride (60% dispersion in mineral oil, 46 mg, 1.16 mol) was added to a solution of 1-{9-[(4-chlorophenyl)sulfonyl]spiro[9-azabicyclo[3.3.1]nonane-3,2′-[1,3]dioxolan]-7-yl}cyclopropanol (55) (321 mg, 0.775 mmol) in THF (2 mL). The resulting solution was stirred for 10 minutes, after which iodomethane (72 μL, 1.16 mmol) was added. The reaction mixture was stirred at room temperature for 18 h and was subsequently diluted with EtOAc and washed with brine. The organic phase was dried (Na2SO4)...